From a dataset of the Open Reaction Database (ORD), a public repository of structured organic reaction records. describe an organic reaction: reactants, conditions, products, and yield Starting materials: ClC1=NC2=CC=C(C=C2C=C1C(=O)O)Cl (2,6-dichloroquinoline-3-carboxylic acid), N[C@H](C(=O)O)CC1=CC=C(C=C1)OC1=C(C=NC=C1)Br ((S)-2-amino-3-[4-(3-bromo-pyridin-4-yloxy)-phenyl]-propionic acid). Run in CS(=O)C (DMSO). The product is BrC=1C=NC=CC1OC1=CC=C(C=C1)C[C@@H](C(=O)O)NC1=NC2=CC=C(C=C2C=C1C(=O)O)Cl (2-{(S)-2-[4-(3-Bromo-pyridin-4-yloxy)-phenyl]-1-carboxy-ethylamino}-6-chloro-quinoline-3-carboxylic acid). RXN SMILES: Cl[C:2]1[C:11]([C:12]([OH:14])=[O:13])=[CH:10][C:9]2[C:4](=[CH:5][CH:6]=[C:7]([Cl:15])[CH:8]=2)[N:3]=1.[NH2:16][C@@H:17]([CH2:21][C:22]1[CH:27]=[CH:26][C:25]([O:28][C:29]2[CH:34]=[CH:33][N:32]=[CH:31][C:30]=2[Br:35])=[CH:24][CH:23]=1)[C:18]([OH:20])=[O:19]>CS(C)=O>[Br:35][C:30]1[CH:31]=[N:32][CH:33]=[CH:34][C:29]=1[O:28][C:25]1[CH:24]=[CH:23][C:22]([CH2:21][C@H:17]([NH:16][C:2]2[C:11]([C:12]([OH:14])=[O:13])=[CH:10][C:9]3[C:4](=[CH:5][CH:6]=[C:7]([Cl:15])[CH:8]=3)[N:3]=2)[C:18]([OH:20])=[O:19])=[CH:27][CH:26]=1. Procedure details: In close analogy to the procedure described in Example 109c, 2,6-dichloroquinoline-3-carboxylic acid is reacted with (S)-2-amino-3-[4-(3-bromo-pyridin-4-yloxy)-phenyl]-propionic acid (prepared by analogy to Example 109a,b) in DMSO to provide the title compound in good yield. Reactants: CS(C)=O, CN, ClCCl, O=C(Cl)C(=O)Cl, CN(CCCO)C(=O)OC(C)(C)C. Product: CN(CCC=O)C(=O)OC(C)(C)C. Reaction SMILES: [CH3:1][S:2]([CH3:3])=[O:4].[CH3:24][NH2:25].[Cl:26][CH2:27][Cl:28].[Cl:5][C:6]([C:7]([Cl:8])=[O:9])=[O:10].[OH:11][CH2:12][CH2:13][CH2:14][N:15]([C:16]([O:17][C:18]([CH3:19])([CH3:20])[CH3:21])=[O:22])[CH3:23]>>[O:11]=[CH:12][CH2:13][CH2:14][N:15]([C:16]([O:17][C:18]([CH3:19])([CH3:20])[CH3:21])=[O:22])[CH3:23]. The reactants are [H-].[Na+] (sodium hydride), [Na+].[Cl-] (NaCl), BrC=1C=C(C=NC1)O (5-bromo-3-hydroxypyridine), ClCCCI (1-choro-3-iodopropane). The solvent is CN(C)C=O (DMF), O (water), CN(C)C=O (DMF). Product: BrC=1C=NC=C(C1)OCCCCl (3-Bromo-5-(3-chloropropoxy)pyridine). The yield is 148.8%. As a reaction SMILES: [Br:1][C:2]1[CH:3]=[C:4]([OH:8])[CH:5]=[N:6][CH:7]=1.[H-].[Na+].[Cl:11][CH2:12][CH2:13][CH2:14]I.[Na+].[Cl-]>CN(C=O)C.O>[Br:1][C:2]1[CH:7]=[N:6][CH:5]=[C:4]([O:8][CH2:14][CH2:13][CH2:12][Cl:11])[CH:3]=1 |f:1.2,4.5|. Procedure: Under a nitrogen atmosphere, a solution of 5-bromo-3-hydroxypyridine (1.90 g, 10.92 mmol) in DMF (10 mL) was slowly added over 10 min to a cold (0-5° C.), stirring slurry of sodium hydride (0.52 g of an 80% dispersion in mineral oil, 17.47 mmol) in DMF (14 mL). The mixture was allowed to warm to ambient temperature and further stirred for 1H. To this slurry was added dropwise over 5 min 1-choro-3-iodopropane (2.68 g, 13.10 mmol), and the resulting dark-brown mixture was stirred at ambient temper...